Task: describe an organic reaction: reactants, conditions, products, and yield. Dataset: the Open Reaction Database (ORD), a public repository of structured organic reaction records Starting materials: C(C1=CC=CC=C1)(=O)C1=C(C=CC(=C1)Cl)N(C(CN1C(C2=CC=CC=C2C1=O)=O)=O)C=NNC(CN1C(C2=CC=CC=C2C1=O)=O)=O (1,3-dioxo-2-isoindolineacetic acid, [[N-(2-benzoyl-4-chlorophenyl)-1,3-dioxo-2-isoindolineacetamido]methylene]hydrazide), FC(C(=O)O)(F)F (trifluoroacetic acid). Solvent: C1(=CC=CC=C1)C (toluene). Product: ClC=1C=CC(=C(C(=O)C2=CC=CC=C2)C1)N1C(=NN=C1)CN1C(C=2C(C1=O)=CC=CC2)=O (5-chloro-2-[3-(phthalimidomethyl)-4H-1,2,4-triazol-4-yl]benzophenone). Isolated yield 6.6%. Reaction SMILES: [C:1]([C:9]1[CH:14]=[C:13]([Cl:15])[CH:12]=[CH:11][C:10]=1[N:16]([CH:31]=[N:32][NH:33]C(=O)CN1C(=O)C2C(=CC=CC=2)C1=O)[C:17](=O)[CH2:18][N:19]1[C:27](=[O:28])[C:26]2[C:21](=[CH:22][CH:23]=[CH:24][CH:25]=2)[C:20]1=[O:29])(=[O:8])[C:2]1[CH:7]=[CH:6][CH:5]=[CH:4][CH:3]=1.FC(F)(F)C(O)=O>C1(C)C=CC=CC=1>[Cl:15][C:13]1[CH:12]=[CH:11][C:10]([N:16]2[CH:31]=[N:32][N:33]=[C:17]2[CH2:18][N:19]2[C:20](=[O:29])[C:21]3=[CH:22][CH:23]=[CH:24][CH:25]=[C:26]3[C:27]2=[O:28])=[C:9]([CH:14]=1)[C:1]([C:2]1[CH:7]=[CH:6][CH:5]=[CH:4][CH:3]=1)=[O:8]. Procedure details: A stirred mixture of 1,3-dioxo-2-isoindolineacetic acid, [[N-(2-benzoyl-4-chlorophenyl)-1,3-dioxo-2-isoindolineacetamido]methylene]hydrazide (8.0 g, 0.0123 mole) and toluene (200 ml) is treated with trifluoroacetic acid (0.9 ml) and heated to 100°-110°C for 1.5 hours. The mixture is concentrated in vacuo, and the residue is mixed with cold water and chloroform and made alkaline with aqueous sodium hydroxide. This mixture is extracted with chloroform; the extract is washed with brine, dried over ...